From a dataset of the Open Reaction Database (ORD), a public repository of structured organic reaction records. describe an organic reaction: reactants, conditions, products, and yield Starting materials: [Na] (sodium), O.C(C)OC(=O)C=1N=C2C(=NC1O)N(N=C2)CC (1-ethyl-6-hydroxy-1H-pyrazolo[3,4-b]pyrazine-5-carboxylic acid ethyl ester hydrate), [OH-].[Na+] (sodium hydroxide). Reaction conditions: time 16 hour. Product: C(C)N1N=CC=2C1=NC(=C(N2)C(=O)O)O (1-Ethyl-6-hydroxy-1H-pyrazolo[3,4-b]pyrazine-5-carboxylic acid). As a reaction SMILES: [Na].O.C([O:5][C:6]([C:8]1[N:9]=[C:10]2[CH:17]=[N:16][N:15]([CH2:18][CH3:19])[C:11]2=[N:12][C:13]=1[OH:14])=[O:7])C.[OH-].[Na+]>>[CH2:18]([N:15]1[C:11]2=[N:12][C:13]([OH:14])=[C:8]([C:6]([OH:7])=[O:5])[N:9]=[C:10]2[CH:17]=[N:16]1)[CH3:19] |f:1.2,3.4,^1:0|. Procedure details: 57 g. of sodium salt of 1-ethyl-6-hydroxy-1H-pyrazolo[3,4-b]pyrazine-5-carboxylic acid ethyl ester hydrate (2:1), prepared according to Example 1b, and 400 ml. of aqueous sodium hydroxide are heated to 60° with stirring for 16 hours. Then the solution is filtered and the filtrate is acidified with concentrated hydrochloric acid. The precipitated 1-ethyl-6-hydroxy-1H-pyrazolo[3,4-b]pyrazine-5-carboxylic acid is filtered off, washed with water and dried at 70°, yield 31.4 g. (71%). A sample recrys... The reactants are C(=O)(O)C[C@H](C(=O)OCC1=CC=CC=C1)CC(C)C (benzyl (2R)-2-carboxymethyl-4-methylvalerate), C1(CCCCC1)N (cyclohexylamine), Cl (HCl). The solvent is C(Cl)Cl (methylene chloride). Reaction conditions: time 8 hour. Yields the product C1(CCCCC1)NC(=O)C[C@H](C(=O)OCC1=CC=CC=C1)CC(C)C (benzyl (2R)-2-(cyclohexylcarbamoylmethyl)-4-methylvalerate). Isolated yield 59.5%. Reaction SMILES: [C:1]([CH2:4][C@@H:5]([CH2:16][CH:17]([CH3:19])[CH3:18])[C:6]([O:8][CH2:9][C:10]1[CH:15]=[CH:14][CH:13]=[CH:12][CH:11]=1)=[O:7])([OH:3])=O.[CH:20]1([NH2:26])[CH2:25][CH2:24][CH2:23][CH2:22][CH2:21]1.Cl>C(Cl)Cl>[CH:20]1([NH:26][C:1]([CH2:4][C@@H:5]([CH2:16][CH:17]([CH3:19])[CH3:18])[C:6]([O:8][CH2:9][C:10]2[CH:15]=[CH:14][CH:13]=[CH:12][CH:11]=2)=[O:7])=[O:3])[CH2:25][CH2:24][CH2:23][CH2:22][CH2:21]1. Procedure details: To a solution of benzyl (2R)-2-carboxymethyl-4-methylvalerate (527 mg) and cyclohexylamine (238 mg) in methylene chloride (10 ml) was added WSCD.HCl (460 mg) at room temperature. After being stirred overnight, the mixture was concentrated in vacuo and the residue was dissolved in ethyl acetate (30 ml). The solution was washed with 5% HCl, water, saturated sodium bicarbonate and water, dried over magnesium sulfate and evaporated in vacuo. The residue was triturated with n-hexane to give benzyl (2... The reactants are BrC=1NC2=CC(=CC=C2C1C1CCCCC1)C(=O)OC (methyl 2-bromo-3-cyclohexyl-1H-indole-6-carboxylate), C(=O)([O-])[O-].[Na+].[Na+] (Na2CO3), N1C=CC2=CC=C(C=C12)C(=O)OC (methyl indole-6-carboxylate), COC1=CC(=C(C=C1)B1OC(C(O1)(C)C)(C)C)OCOC (2-[4-methoxy-2-(methoxymethoxy)phenyl]-4,4,5,5-tetramethyl-1,3,2-dioxaborolane). The reagents and catalysts are C1=CC=C(C=C1)P(C2=CC=CC=C2)C3=CC=CC=C3.C1=CC=C(C=C1)P(C2=CC=CC=C2)C3=CC=CC=C3.Cl[Pd]Cl (bis(triphenylphosphine)palladium (II) chloride). Run in O1CCOCC1 (dioxane), CCOC(=O)C (EtOAc). Run at time 2 hour. Product: C1(CCCCC1)C1=C(NC2=CC(=CC=C12)C(=O)OC)C1=C(C=C(C=C1)OC)OCOC (methyl 3-cyclohexyl-2-[4-methoxy-2-(methoxymethoxy)phenyl]-1H-indole-6-carboxylate). Yield: 93.0%. Reaction SMILES: Br[C:2]1[NH:3][C:4]2[C:9]([C:10]=1[CH:11]1[CH2:16][CH2:15][CH2:14][CH2:13][CH2:12]1)=[CH:8][CH:7]=[C:6]([C:17]([O:19][CH3:20])=[O:18])[CH:5]=2.N1C2C(=CC=C(C(OC)=O)C=2)C=C1.[CH3:34][O:35][C:36]1[CH:41]=[CH:40][C:39](B2OC(C)(C)C(C)(C)O2)=[C:38]([O:51][CH2:52][O:53][CH3:54])[CH:37]=1.C([O-])([O-])=O.[Na+].[Na+]>O1CCOCC1.CCOC(C)=O.C1C=CC(P(C2C=CC=CC=2)C2C=CC=CC=2)=CC=1.C1C=CC(P(C2C=CC=CC=2)C2C=CC=CC=2)=CC=1.Cl[Pd]Cl>[CH:11]1([C:10]2[C:9]3[C:4](=[CH:5][C:6]([C:17]([O:19][CH3:20])=[O:18])=[CH:7][CH:8]=3)[NH:3][C:2]=2[C:39]2[CH:40]=[CH:41][C:36]([O:35][CH3:34])=[CH:37][C:38]=2[O:51][CH2:52][O:53][CH3:54])[CH2:16][CH2:15][CH2:14][CH2:13][CH2:12]1 |f:3.4.5,8.9.10|. Procedure details: A mixture of methyl 2-bromo-3-cyclohexyl-1H-indole-6-carboxylate (prepared as described in International patent application WO2004087714, from commercially available methyl indole-6-carboxylate), 2-[4-methoxy-2-(methoxymethoxy)phenyl]-4,4,5,5-tetramethyl-1,3,2-dioxaborolane (2 eq) and 2 M Na2CO3 (aq) (6 eq) in dioxane (0.15 M) was prepared. Then the mixture was degassed with nitrogen and bis(triphenylphosphine)palladium (II) chloride (0.2 eq) was added. The resulting mixture was immersed in a pr... Reaction SMILES: [CH2:1]([O:3][C:4]1[CH:9]=[CH:8][C:7]([CH:10]2[CH2:19][CH2:18][C:13]3([O:17][CH2:16][CH2:15][O:14]3)[CH2:12][CH:11]2O)=[C:6]([F:21])[C:5]=1[F:22])[CH3:2].O.C(O)CO.O.C1(C)C=CC(S(O)(=O)=O)=CC=1>C1(C)C=CC=CC=1>[CH2:1]([O:3][C:4]1[CH:9]=[CH:8][C:7]([C:10]2[CH2:19][CH2:18][C:13]3([O:14][CH2:15][CH2:16][O:17]3)[CH2:12][CH:11]=2)=[C:6]([F:21])[C:5]=1[F:22])[CH3:2] |f:3.4|. The reactants are C(C)OC1=C(C(=C(C=C1)C1C(CC2(OCCO2)CC1)O)F)F (8-(4-ethoxy-2,3-difluorophenyl)-1,4-dioxaspiro[4.5]decan-7-ol), O (water), C(CO)O (ethylene glycol), O.C1(=CC=C(C=C1)S(=O)(=O)O)C (p-toluenesulfonic acid monohydrate). Product: C(C)OC1=C(C(=C(C=C1)C1=CCC2(OCCO2)CC1)F)F (8-(4-ethoxy-2,3-difluorophenyl)-1,4-dioxaspiro[4.5]dec-7-ene). Procedure: 609 g (about 1.94 mol) of crude 8-(4-ethoxy-2,3-difluorophenyl)-1,4-dioxaspiro[4.5]decan-7-ol in 2000 ml of toluene are heated on a water separator for 2 h together with 220 ml (3.93 mol) of ethylene glycol with addition of 36.1 g (0.19 mol) of p-toluenesulfonic acid monohydrate. After cooling, the batch is washed successively with water, sat. sodium hydrogencarbonate solution and sat. sodium chloride solution. The solution is dried using sodium sulfate and concentrated to dryness. The crude pro... The solvent is C1(=CC=CC=C1)C (toluene). Reactants: COC(C1=CC=C(C=C1)OCC1=C(N=C(S1)C1=CC=C(C=C1)C(F)(F)F)C)=O (4-[4-Methyl-2-(4-trifluoromethyl-phenyl)-thiazol-5-ylmethoxy]-benzoic acid methyl ester), NN (hydrazine). Reagents/catalysts: O (water). The solvent is CO (methanol). Conditions: temperature 60 celsius, time 18 hour. Product: CC=1N=C(SC1COC1=CC=C(C(=O)NN)C=C1)C1=CC=C(C=C1)C(F)(F)F (4-[4-Methyl-2-(4-trifluoromethyl-phenyl)-thiazol-5-ylmethoxy]-benzoic acid hydrazide). Isolated yield 66.5%. RXN SMILES: C[O:2][C:3](=O)[C:4]1[CH:9]=[CH:8][C:7]([O:10][CH2:11][C:12]2[S:16][C:15]([C:17]3[CH:22]=[CH:21][C:20]([C:23]([F:26])([F:25])[F:24])=[CH:19][CH:18]=3)=[N:14][C:13]=2[CH3:27])=[CH:6][CH:5]=1.[NH2:29][NH2:30]>CO.O>[CH3:27][C:13]1[N:14]=[C:15]([C:17]2[CH:22]=[CH:21][C:20]([C:23]([F:26])([F:24])[F:25])=[CH:19][CH:18]=2)[S:16][C:12]=1[CH2:11][O:10][C:7]1[CH:8]=[CH:9][C:4]([C:3]([NH:29][NH2:30])=[O:2])=[CH:5][CH:6]=1. Reported procedure: To a suspension of 4-[4-methyl-2-(4-trifluoromethyl-phenyl)-thiazol-5-ylmethoxy]-benzoic acid methyl ester (Example 6, 364 mg, 1 mmol) in methanol (10 mL) add anhydrous hydrazine (128 ml, 4 mmol). Warm the resulting mixture to 60° C. and stir at this temperature for 18 hrs. Cool the resulting solution to room temperature, and add 3 drops of water. Concentrate the solution under vacuum and purify the residue by flash chromatography (elute with 5% methanol in dichloromethane) to give the title com...